describe an organic reaction: reactants, conditions, products, and yield From a dataset of the Open Reaction Database (ORD), a public repository of structured organic reaction records. The reactants are CC(=O)Cl, Oc1ccccc1. The product is CC(=O)Oc1ccccc1. As a reaction SMILES: [CH3:8][C:9]([Cl:10])=[O:11].[OH:1][c:2]1[cH:3][cH:4][cH:5][cH:6][cH:7]1>>[O:1]([c:2]1[cH:3][cH:4][cH:5][cH:6][cH:7]1)[C:9]([CH3:8])=[O:11]. The reactants are C(C1=CC=CC=C1)OC(=O)C=1C=C(N2C=CC=CC12)C(=O)OCC=C (indolizine-1,3-dicarboxylic acid 3-allyl ester 1-benzyl ester), N1CCOCC1 (morpholine). The reagents and catalysts are C=1C=CC(=CC1)[P](C=2C=CC=CC2)(C=3C=CC=CC3)[Pd]([P](C=4C=CC=CC4)(C=5C=CC=CC5)C=6C=CC=CC6)([P](C=7C=CC=CC7)(C=8C=CC=CC8)C=9C=CC=CC9)[P](C=1C=CC=CC1)(C=1C=CC=CC1)C=1C=CC=CC1 (Pd(PPh3)4). Run in C1CCOC1 (THF). Conditions: time 30 minute. Yields the product C(C1=CC=CC=C1)OC(=O)C=1C=C(N2C=CC=CC12)C(=O)O (Indolizine-1,3-dicarboxylic acid 1-benzyl ester). Reaction SMILES: [CH2:1]([O:8][C:9]([C:11]1[CH:12]=[C:13]([C:20]([O:22]CC=C)=[O:21])[N:14]2[C:19]=1[CH:18]=[CH:17][CH:16]=[CH:15]2)=[O:10])[C:2]1[CH:7]=[CH:6][CH:5]=[CH:4][CH:3]=1.N1CCOCC1>C1COCC1.C1C=CC([P]([Pd]([P](C2C=CC=CC=2)(C2C=CC=CC=2)C2C=CC=CC=2)([P](C2C=CC=CC=2)(C2C=CC=CC=2)C2C=CC=CC=2)[P](C2C=CC=CC=2)(C2C=CC=CC=2)C2C=CC=CC=2)(C2C=CC=CC=2)C2C=CC=CC=2)=CC=1>[CH2:1]([O:8][C:9]([C:11]1[CH:12]=[C:13]([C:20]([OH:22])=[O:21])[N:14]2[C:19]=1[CH:18]=[CH:17][CH:16]=[CH:15]2)=[O:10])[C:2]1[CH:7]=[CH:6][CH:5]=[CH:4][CH:3]=1 |^1:40,42,61,80|. Procedure details: To a solution of indolizine-1,3-dicarboxylic acid 3-allyl ester 1-benzyl ester (300 mg, 0.895 mmol) in THF (6 mL) were added Pd(PPh3)4 (34.5 mg, 0.09 mmol) and morpholine (260 mg, 8.95 mmol). The reaction mixture was stirred at RT under nitrogen atmosphere for 30 min. The reaction mixture was diluted in EtOAC, extracted twice with HCl 1N and the combined organic extracts were washed with brine, dried over Na2SO4, filtered and concentrated to give the desired compound which was used without furth... The reactants are [H-].[Na+] (sodium hydride), COC(C(C(=O)OC)C(F)(F)F)=O (dimethyl(trifluoromethyl)malonate), Cl (HCl). Run in CN(C=O)C (N,N-dimethylformamide), CN(C=O)C (N,N-dimethylformamide). Reaction conditions: time 2 hour. Product: FC(=C(C(=O)OC)C(=O)OC)C(C(F)(F)F)(C(=O)OC)C(=O)OC (tetramethyl 2,4,4,4-tetrafluoro-1-butene-1,1,3,3-tetra-carboxylate). The yield is 70.5%. RXN SMILES: [H-].[Na+].[CH3:3][O:4][C:5](=[O:15])[CH:6]([C:11]([F:14])([F:13])[F:12])[C:7]([O:9][CH3:10])=[O:8].Cl>CN(C)C=O>[F:12][C:11]([C:6]([C:7]([O:9][CH3:10])=[O:8])([C:5]([O:4][CH3:3])=[O:15])[C:11]([F:13])([F:14])[F:12])=[C:6]([C:7]([O:9][CH3:10])=[O:8])[C:5]([O:4][CH3:3])=[O:15] |f:0.1|. Procedure: Into a mixture of sodium hydride (0.36 g, 15 mmol) and N,N-dimethylformamide (5 ml), a solution of dimethyl(trifluoromethyl)malonate (2.00 g, 10 mmol) in N,N-dimethylformamide (5 ml) was added dropwise with cooling the vessel in an ice-bath. After being stirred for 2 h at room temperature, the reaction mixture was poured into dilute aqueous HCl, and worked up as usual. Distillation under vacuum gave tetramethyl 2,4,4,4-tetrafluoro-1-butene-1,1,3,3-tetra-carboxylate (1.27 g, 70%), b.p. 122°-124° ... Reactants: O=C1CCC(=O)N1Br, ClCCl, CSc1ccc(C(CC2CCCC2)C(=O)O)cc1C(F)(F)F, Nc1ccc([N+](=O)[O-])cn1, c1ccc(P(c2ccccc2)c2ccccc2)cc1, c1ccncc1. Product: CSc1ccc(C(CC2CCCC2)C(=O)Nc2ccc([N+](=O)[O-])cn2)cc1C(F)(F)F. RXN SMILES: [Br:20][N:21]1[C:22](=[O:23])[CH2:24][CH2:25][C:26]1=[O:27].[CH2:66]([Cl:67])[Cl:68].[CH:28]1([CH2:33][CH:34]([C:35](=[O:36])[OH:37])[c:38]2[cH:39][c:40]([C:46]([F:47])([F:48])[F:49])[c:41]([S:44][CH3:45])[cH:42][cH:43]2)[CH2:29][CH2:30][CH2:31][CH2:32]1.[NH2:50][c:51]1[n:52][cH:53][c:54]([N+:57](=[O:58])[O-:59])[cH:55][cH:56]1.[c:1]1([P:2]([c:3]2[cH:4][cH:5][cH:6][cH:7][cH:8]2)[c:9]2[cH:10][cH:11][cH:12][cH:13][cH:14]2)[cH:15][cH:16][cH:17][cH:18][cH:19]1.[cH:60]1[cH:61][cH:62][n:63][cH:64][cH:65]1>>[CH:28]1([CH2:33][CH:34]([C:35](=[O:36])[NH:50][c:51]2[n:52][cH:53][c:54]([N+:57](=[O:58])[O-:59])[cH:55][cH:56]2)[c:38]2[cH:39][c:40]([C:46]([F:47])([F:48])[F:49])[c:41]([S:44][CH3:45])[cH:42][cH:43]2)[CH2:29][CH2:30][CH2:31][CH2:32]1. Starting materials: COC1=CC=C(C=C1)/C=C/C1=NC=C(C(=O)OC)C=C1 (Methyl 6-[(E)-2-(4-methoxyphenyl)ethenyl]nicotinate), [OH-].[Na+] (sodium hydroxide), CO (methanol). Run at temperature 0 celsius. Procedure details: Methyl 6-[(E)-2-(4-methoxyphenyl)ethenyl]nicotinate (80 mg, 0.297 mmol; see step (i) above) was dissolved in methanol (5 mL) to which sodium hydroxide solution (145 mg in 10 mL water) was added. The reaction mixture was heated under reflux for 3 h. The solvent was removed under partial reduced pressure and the remaining solution was cooled to 0° C. Hydrochloric acid (conc.) was added dropwise with vigorous stirring until pH4 where a precipitate formed. The yellow solid material was collected by ... Product: COC1=CC=C(C=C1)/C=C/C1=C(C(=O)O)C=CC=N1 ((E-2-(4-Methoxyphenyl)ethenyl]nicotinic acid). Reaction SMILES: [CH3:1][O:2][C:3]1[CH:8]=[CH:7][C:6](/[CH:9]=[CH:10]/[C:11]2[CH:20]=[CH:19][C:14](C(OC)=O)=[CH:13][N:12]=2)=[CH:5][CH:4]=1.[OH-:21].[Na+].[CH3:23][OH:24]>>[CH3:1][O:2][C:3]1[CH:4]=[CH:5][C:6](/[CH:9]=[CH:10]/[C:11]2[N:12]=[CH:13][CH:14]=[CH:19][C:20]=2[C:23]([OH:24])=[O:21])=[CH:7][CH:8]=1 |f:1.2|. Isolated yield 78.0%. Starting materials: O=C(NC)C=1C=CC=CC1. The reagents and catalysts are O1B(OC(C)(C)C1(C)C)B2OC(C)(C)C(O2)(C)C, O=C1C=CC=2C=CC=C(C3=CN=C(C=C3)C=4N=CC=CC4)C2N1, C[OH2+].C[OH2+].C1CC=CCCC=C1.C1CC=CCCC=C1.[Ir].[Ir], [K].OC(C)(C)C. Run in O1CCCC1. Conditions: temperature 80 celsius, time 12 hour. Yields the product O=C(NC)C=1C=CC=C(C1)B2OC(C)(C)C(O2)(C)C. Isolated yield 15.0%. Reported procedure: In an argon filled glove box, a 5.0 mL wheaton microreactor was charged with [Ir(cod)(OMe)]2 (1.98 mg, 1.5 mol%), L1 ligand (2.1 mg, 3.5 mol%), B2pin2 (50.8 mg, 1.0 equiv.), KOtBu (1.0 mg, 4.5 mol%) and dry THF (1.0 mL). The reaction mixture was stirred for 2 minutes at room temperature. To this mixture, N-methylbenzamide (27.0 mg, 0.2 mmol) was added. The microreactor was capped with a teflon pressure cap and placed into pre-heated aluminum block at 80 oC. After 12 h (judged by GC/MS, conv: 33%... The reactants are CC(Oc1cc(-n2cnc3cnc(COS(C)(=O)=O)cc32)sc1C(N)=O)c1ccccc1C(F)(F)F, CN1CCNCC1, ClCCl. Yields the product CC(Oc1cc(-n2cnc3cnc(CN4CCN(C)CC4)cc32)sc1C(N)=O)c1ccccc1C(F)(F)F. As a reaction SMILES: [CH3:1][S:2]([O:3][CH2:6][c:7]1[cH:8][c:9]2[c:10]([cH:11][n:12]1)[n:13][cH:14][n:15]2-[c:16]1[s:17][c:18]([C:34]([NH2:35])=[O:36])[c:19]([O:21][CH:22]([CH3:23])[c:24]2[c:25]([C:30]([F:31])([F:32])[F:33])[cH:26][cH:27][cH:28][cH:29]2)[cH:20]1)(=[O:4])=[O:5].[CH3:37][N:38]1[CH2:39][CH2:40][NH:41][CH2:42][CH2:43]1.[Cl:44][CH2:45][Cl:46]>>[CH2:6]([c:7]1[cH:8][c:9]2[c:10]([cH:11][n:12]1)[n:13][cH:14][n:15]2-[c:16]1[s:17][c:18]([C:34]([NH2:35])=[O:36])[c:19]([O:21][CH:22]([CH3:23])[c:24]2[c:25]([C:30]([F:31])([F:32])[F:33])[cH:26][cH:27][cH:28][cH:29]2)[cH:20]1)[N:41]1[CH2:40][CH2:39][N:38]([CH3:37])[CH2:43][CH2:42]1.